From a dataset of the Open Reaction Database (ORD), a public repository of structured organic reaction records. describe an organic reaction: reactants, conditions, products, and yield Conditions: temperature -78 celsius, time 30 minute. The product is OC=1C=C2CC(CC2=CC1)C(=O)O (5-Hydroxy-indan-2-carboxylic acid). Reactants: B(Br)(Br)Br (boron tribromide), COC=1C=C2CC(CC2=CC1)C(=O)OCC (Ethyl 5-methoxy-indan-2-carboxylate), CO (MeOH). Procedure: 50 g (0.23 mol) of the compound from Example 13 are initially introduced in 780 ml of absolute CH2Cl2 at -78° C. 114 ml (1.2 mol) of boron tribromide in 360 ml of absolute CH2Cl2 are then added dropwise and the mixture is stirred at -78° C. for 30 minutes. It is then stirred at 0° C. for 2.5 h, subsequently cooled to -78° C. again and 690 ml of absolute MeOH are added cautiously. After 15 minutes, the mixture is evaporated, the residue is dissolved in 818 ml of MeOH, 272 ml of 2N NaOH solution a... Reaction SMILES: C[O:2][C:3]1[CH:4]=[C:5]2[C:9](=[CH:10][CH:11]=1)[CH2:8][CH:7]([C:12]([O:14]CC)=[O:13])[CH2:6]2.B(Br)(Br)Br.CO>C(Cl)Cl>[OH:2][C:3]1[CH:4]=[C:5]2[C:9](=[CH:10][CH:11]=1)[CH2:8][CH:7]([C:12]([OH:14])=[O:13])[CH2:6]2. The solvent is C(Cl)Cl (CH2Cl2), C(Cl)Cl (CH2Cl2). The reactants are C(C)OC(=O)C=1C(C2=C(N=C(N=C2)NC2=CC=C(C=C2)N2CCN(CC2)C)N(C1)C=1C=C2CCCC2=CC1)=O (8-indan-5-yl-2-[4-(4-methyl-piperazin-1-yl)-phenylamino]-5-oxo-5,8-dihydro-pyrido[2,3-d]pyrimidine-6-carboxylic acid ethyl ester), C(C)N (ethylamine). The solvent is CO (methanol). Reaction conditions: temperature 70 celsius, time 30 minute. Product: C(C)NC(=O)C=1C(C2=C(N=C(N=C2)NC2=CC=C(C=C2)N2CCN(CC2)C)N(C1)C=1C=C2CCCC2=CC1)=O (8-indan-5-yl-2-[4-(4-methyl-piperazin-1-yl)-phenylamino]-5-oxo-5,8-dihydro-pyrido[2,3-d]pyrimidine-6-carboxylic acid ethylamide). RXN SMILES: C([O:3][C:4]([C:6]1[C:7](=[O:39])[C:8]2[CH:13]=[N:12][C:11]([NH:14][C:15]3[CH:20]=[CH:19][C:18]([N:21]4[CH2:26][CH2:25][N:24]([CH3:27])[CH2:23][CH2:22]4)=[CH:17][CH:16]=3)=[N:10][C:9]=2[N:28]([C:30]2[CH:31]=[C:32]3[C:36](=[CH:37][CH:38]=2)[CH2:35][CH2:34][CH2:33]3)[CH:29]=1)=O)C.[CH2:40]([NH2:42])[CH3:41]>CO>[CH2:40]([NH:42][C:4]([C:6]1[C:7](=[O:39])[C:8]2[CH:13]=[N:12][C:11]([NH:14][C:15]3[CH:20]=[CH:19][C:18]([N:21]4[CH2:26][CH2:25][N:24]([CH3:27])[CH2:23][CH2:22]4)=[CH:17][CH:16]=3)=[N:10][C:9]=2[N:28]([C:30]2[CH:31]=[C:32]3[C:36](=[CH:37][CH:38]=2)[CH2:35][CH2:34][CH2:33]3)[CH:29]=1)=[O:3])[CH3:41]. Procedure details: To a solution of 8-indan-5-yl-2-[4-(4-methyl-piperazin-1-yl)-phenylamino]-5-oxo-5,8-dihydro-pyrido[2,3-d]pyrimidine-6-carboxylic acid ethyl ester Cpd 1 (Example 1(g), 5 mg) in 1 mL of methanol was added 1 mL of ethylamine (2 M in methanol). The solution was stirred at 70° C. for 30 minutes. The solvent was evaporated and the product was purified by preparative HPLC as the formic acid salt (1 mg, yellow solid). 1H NMR (400 MHz, CDCl3) δ (ppm): 9.71 (m, 1H), 9.35 (s, 1H), 8.83 (s, 1H), 8.24 (br, 1... Reactants: ClC=1N=CNC1Cl (4,5-Dichloroimidazole), [OH-].[K+] (Potassium hydroxide), BrCCCC (1-bromobutane), [K+].[Br-] (KBr), BrCCC1=CC2=CC=CC=C2C=C1 (2-(2-bromoethyl)naphthalene). Solvent: C(C)#N (acetonitrile). Run at time 0.5 hour. The product is [Br-].C(CCC)[N+]1=CN(C(=C1Cl)Cl)C1(CC2=CC=CC=C2C=C1)CC (1-butyl-3-(2-ethyl-2-naphthyl)-4,5-dichloroimidazolium bromide). RXN SMILES: [Cl:1][C:2]1[N:3]=[CH:4][NH:5][C:6]=1[Cl:7].[OH-].[K+].[Br:10][CH2:11][CH2:12][CH2:13][CH3:14].[K+].[Br-].Br[CH2:18][CH2:19][C:20]1[CH:29]=[CH:28][C:27]2[C:22](=[CH:23][CH:24]=[CH:25][CH:26]=2)[CH:21]=1>C(#N)C>[Br-:10].[CH2:11]([N+:3]1[C:2]([Cl:1])=[C:6]([Cl:7])[N:5]([C:20]2([CH2:19][CH3:18])[CH:29]=[CH:28][C:27]3[C:22](=[CH:23][CH:24]=[CH:25][CH:26]=3)[CH2:21]2)[CH:4]=1)[CH2:12][CH2:13][CH3:14] |f:1.2,4.5,8.9|. Procedure details: 4,5-Dichloroimidazole (1.23 g, 9 mmol) will be dissolved into acetonitrile. Potassium hydroxide (0.61 g, 9.9 mmol) will be added and the mixture will be allowed to stir for 0.5 h. 1-bromobutane (9 mmol) will be added and the solution will be allowed to reflux overnight. The solution will be filtered hot to remove a white precipitate (presumed to be KBr) and 2-(2-bromoethyl)naphthalene (9 mmol) will be added and the mixture will be returned to reflux overnight. The mixture will be allowed to cool... Starting materials: NC(CO)C1=CC=C(C=C1)OC(F)(F)F (2-amino-2-(4-(trifluoromethoxy)phenyl)ethanol), N(=C=S)C1=CC=C(C=C1)C1=NN(C=N1)C1=CC=C(C=C1)OC(F)(F)F (3-(4-isothiocyanato-phenyl)-1-(4-trifluoromethoxy-phenyl)-1H-1,2,4-triazole). Product: OCC(C1=CC=C(C=C1)OC(F)(F)F)NC(=S)NC1=CC=C(C=C1)C1=NN(C=N1)C1=CC=C(C=C1)OC(F)(F)F (1-(2-Hydroxy-1-(4-(trifluoromethoxy)phenyl)ethyl)-3-(4-(1-(4-(trifluoromethoxy)phenyl)-1H-1,2,4-triazol-3-yl)phenyl)thiourea), solid. Yield: 87.0%. RXN SMILES: [NH2:1][CH:2]([C:5]1[CH:10]=[CH:9][C:8]([O:11][C:12]([F:15])([F:14])[F:13])=[CH:7][CH:6]=1)[CH2:3][OH:4].[N:16]([C:19]1[CH:24]=[CH:23][C:22]([C:25]2[N:29]=[CH:28][N:27]([C:30]3[CH:35]=[CH:34][C:33]([O:36][C:37]([F:40])([F:39])[F:38])=[CH:32][CH:31]=3)[N:26]=2)=[CH:21][CH:20]=1)=[C:17]=[S:18]>>[OH:4][CH2:3][CH:2]([NH:1][C:17]([NH:16][C:19]1[CH:20]=[CH:21][C:22]([C:25]2[N:29]=[CH:28][N:27]([C:30]3[CH:35]=[CH:34][C:33]([O:36][C:37]([F:40])([F:38])[F:39])=[CH:32][CH:31]=3)[N:26]=2)=[CH:23][CH:24]=1)=[S:18])[C:5]1[CH:6]=[CH:7][C:8]([O:11][C:12]([F:13])([F:14])[F:15])=[CH:9][CH:10]=1. Procedure details: The title compound was prepared with 2-amino-2-(4-(trifluoromethoxy)phenyl)ethanol and 3-(4-isothiocyanato-phenyl)-1-(4-trifluoromethoxy-phenyl)-1H-1,2,4-triazole and isolated as an white solid (1.42 g, 87%) 1H NMR (400 MHz, CDCl3) δ 8.60 (s, 1H), 8.35-8.22 (m, 2H), 7.94 (s, 1H), 7.88-7.71 (m, 2H), 7.51-7.11 (m, 9H), 7.05 (d, J=7.9 Hz, 1H), 5.75 (s, 1H), 4.06 (dd, J=11.2, 3.9 Hz, 1H), 3.94 (dd, J=11.2, 4.7 Hz, 1H); ESIMS m/z 584 ([M+H]+). Reactants: O=C1CCC2(CC1)OCCO2, Brc1ccc(OCc2ccccc2)cc1, C1CCOC1, [Cl-], [Mg], [NH4+]. The product is OC1(c2ccc(OCc3ccccc3)cc2)CCC2(CC1)OCCO2. As a reaction SMILES: [CH2:17]1[CH2:18][O:19][C:20]2([CH2:21][CH2:22][C:23](=[O:26])[CH2:24][CH2:25]2)[O:27]1.[CH2:2]([c:3]1[cH:4][cH:5][cH:6][cH:7][cH:8]1)[O:9][c:10]1[cH:11][cH:12][c:13]([Br:16])[cH:14][cH:15]1.[CH2:30]1[O:31][CH2:32][CH2:33][CH2:34]1.[Cl-:28].[Mg:1].[NH4+:29]>>[CH2:2]([c:3]1[cH:4][cH:5][cH:6][cH:7][cH:8]1)[O:9][c:10]1[cH:11][cH:12][c:13]([C:23]2([OH:26])[CH2:22][CH2:21][C:20]3([O:19][CH2:18][CH2:17][O:27]3)[CH2:25][CH2:24]2)[cH:14][cH:15]1. Reactants: COC(CBr)=O (Methylbromoacetate), C(C1=CC=CC=C1)(C1=CC=CC=C1)N1CCNCC1 (benzhydrylpiperazin). Run in C1CCOC1 (THF). Conditions: time 30 minute. Product: C(C1=CC=CC=C1)(C1=CC=CC=C1)N1CCN(CC1)CC(=O)OC ((4-benzhydrylpiperazin-1-yl)-acetic acid, methyl ester). The yield is 47.9%. Reaction SMILES: [CH3:1][O:2][C:3](=[O:6])[CH2:4]Br.[CH:7]([N:20]1[CH2:25][CH2:24][NH:23][CH2:22][CH2:21]1)([C:14]1[CH:19]=[CH:18][CH:17]=[CH:16][CH:15]=1)[C:8]1[CH:13]=[CH:12][CH:11]=[CH:10][CH:9]=1>C1COCC1>[CH:7]([N:20]1[CH2:25][CH2:24][N:23]([CH2:4][C:3]([O:2][CH3:1])=[O:6])[CH2:22][CH2:21]1)([C:14]1[CH:19]=[CH:18][CH:17]=[CH:16][CH:15]=1)[C:8]1[CH:13]=[CH:12][CH:11]=[CH:10][CH:9]=1. Procedure: Methylbromoacetate (2,75 g, 18 mmol) was added dropwise to a solution of benzhydrylpiperazin (4.5 g, 18 mmol) in THF (150 ml). The reaction was stirred for 30 minutes at room temperature and a white precipitate formed. THF was removed under reduced pressure and the residue partitioned between ethyl acetate and saturated sodium bicarbonate solution. The organic layer was washed with saturated sodium bicarbonate solution and water before drying over magnesium sulphate, filtration and removal of so...